From a dataset of the Open Reaction Database (ORD), a public repository of structured organic reaction records. describe an organic reaction: reactants, conditions, products, and yield The reactants are [BH3-]C#N, Cc1cn(C2CC(O[Si](C)(C)C(C)(C)C)C(CO[Si](c3ccccc3)(c3ccccc3)C(C)(C)C)(C(NCc3ccccc3)NCc3ccccc3)O2)c(=O)[nH]c1=O, CC(=O)O, CC#N, [Na+]. As a reaction SMILES: [C:5]([BH3-:6])#[N:7].[C:9]([CH3:10])([CH3:11])([CH3:12])[Si:13]([O:14][CH:15]1[CH2:16][CH:17]([n:56]2[c:57](=[O:58])[nH:59][c:60](=[O:61])[c:62]([CH3:63])[cH:64]2)[O:18][C:19]1([CH2:20][O:21][Si:22]([c:23]1[cH:24][cH:25][cH:26][cH:27][cH:28]1)([c:29]1[cH:30][cH:31][cH:32][cH:33][cH:34]1)[C:35]([CH3:36])([CH3:37])[CH3:38])[CH:39]([NH:40][CH2:41][c:42]1[cH:43][cH:44][cH:45][cH:46][cH:47]1)[NH:48][CH2:49][c:50]1[cH:51][cH:52][cH:53][cH:54][cH:55]1)([CH3:65])[CH3:66].[CH3:1][C:2](=[O:3])[OH:4].[CH3:67][C:68]#[N:69].[Na+:8]>>[C:9]([CH3:10])([CH3:11])([CH3:12])[Si:13]([O:14][CH:15]1[CH2:16][CH:17]([n:56]2[c:57](=[O:58])[nH:59][c:60](=[O:61])[cH:62][cH:64]2)[O:18][C:19]1([CH2:20][O:21][Si:22]([c:23]1[cH:24][cH:25][cH:26][cH:27][cH:28]1)([c:29]1[cH:30][cH:31][cH:32][cH:33][cH:34]1)[C:35]([CH3:36])([CH3:37])[CH3:38])[CH:39]([NH:40][CH2:41][c:42]1[cH:43][cH:44][cH:45][cH:46][cH:47]1)[NH:48][CH2:49][c:50]1[cH:51][cH:52][cH:53][cH:54][cH:55]1)([CH3:65])[CH3:66]. Yields the product CC(C)(C)[Si](C)(C)OC1CC(n2ccc(=O)[nH]c2=O)OC1(CO[Si](c1ccccc1)(c1ccccc1)C(C)(C)C)C(NCc1ccccc1)NCc1ccccc1. Starting materials: COCCCN1CCOc2ccc(COC3CN(C(=O)OCc4ccccc4)CCC3c3ccc(OS(=O)(=O)C(F)(F)F)cc3)cc21, C#CCCCC(=O)NC, CN(C)C=O, CCN(C(C)C)C(C)C, [Cu]I, [Na+], O=C([O-])O. Yields the product CNC(=O)CCC#Cc1ccc(C2CCN(C(=O)OCc3ccccc3)CC2OCc2ccc3c(c2)N(CCCOC)CCO3)cc1. RXN SMILES: [CH3:1][O:2][CH2:3][CH2:4][CH2:5][N:6]1[CH2:7][CH2:8][O:9][c:10]2[c:11]1[cH:12][c:13]([CH2:16][O:17][CH:18]1[CH2:19][N:20]([C:38](=[O:39])[O:40][CH2:41][c:42]3[cH:43][cH:44][cH:45][cH:46][cH:47]3)[CH2:21][CH2:22][CH:23]1[c:24]1[cH:25][cH:26][c:27]([O:30][S:31]([C:32]([F:33])([F:34])[F:35])(=[O:36])=[O:37])[cH:28][cH:29]1)[cH:14][cH:15]2.[CH3:48][NH:49][C:50](=[O:51])[CH2:52][CH2:53][CH2:54][C:55]#[CH:56].[CH3:73][N:74]([CH3:75])[CH:76]=[O:77].[CH:57]([N:58]([CH2:59][CH3:60])[CH:61]([CH3:62])[CH3:63])([CH3:64])[CH3:65].[Cu:71][I:72].[Na+:66].[OH:67][C:68](=[O:69])[O-:70]>>[CH3:1][O:2][CH2:3][CH2:4][CH2:5][N:6]1[CH2:7][CH2:8][O:9][c:10]2[c:11]1[cH:12][c:13]([CH2:16][O:17][CH:18]1[CH2:19][N:20]([C:38](=[O:39])[O:40][CH2:41][c:42]3[cH:43][cH:44][cH:45][cH:46][cH:47]3)[CH2:21][CH2:22][CH:23]1[c:24]1[cH:25][cH:26][c:27]([C:55]#[C:54][CH2:53][CH2:52][C:50]([NH:49][CH3:48])=[O:51])[cH:28][cH:29]1)[cH:14][cH:15]2.